This data is from the Open Reaction Database (ORD), a public repository of structured organic reaction records. The task is: describe an organic reaction: reactants, conditions, products, and yield The reactants are Cc1ccccc1, Cc1oc(-c2ccccc2)nc1COc1cccc(CO)c1, O, O=S(Cl)Cl. Product: Cc1oc(-c2ccccc2)nc1COc1cccc(CCl)c1. As a reaction SMILES: [CH3:27][c:28]1[cH:29][cH:30][cH:31][cH:32][cH:33]1.[CH3:5][c:6]1[c:7]([CH2:17][O:18][c:19]2[cH:20][c:21]([CH2:22][OH:23])[cH:24][cH:25][cH:26]2)[n:8][c:9](-[c:11]2[cH:12][cH:13][cH:14][cH:15][cH:16]2)[o:10]1.[OH2:34].[S:1]([Cl:2])([Cl:3])=[O:4]>>[Cl:3][CH2:22][c:21]1[cH:20][c:19]([O:18][CH2:17][c:7]2[c:6]([CH3:5])[o:10][c:9](-[c:11]3[cH:12][cH:13][cH:14][cH:15][cH:16]3)[n:8]2)[cH:26][cH:25][cH:24]1. Product: CC(C)(C)OC(=O)NC(Cc1cc(C(=O)c2cc(C(F)(F)F)cc(C(F)(F)F)c2)ccc1N)C(=O)OC(C)(C)C. RXN SMILES: [C:18]([CH3:19])([CH3:20])([CH3:21])[O:22][C:23]([CH:24]([CH2:25][c:26]1[c:27]([N+:48]([O-:49])=[O:50])[cH:28][cH:29][c:30]([C:32]([c:33]2[cH:34][c:35]([C:43]([F:44])([F:45])[F:46])[cH:36][c:37]([C:39]([F:40])([F:41])[F:42])[cH:38]2)=[O:47])[cH:31]1)[NH:51][C:52](=[O:53])[O:54][C:55]([CH3:56])([CH3:57])[CH3:58])=[O:59].[CH:60]([OH:61])([CH3:62])[CH3:63].[N+:1]([c:2]1[cH:3][cH:4][cH:5][cH:6][c:7]1[C:8]([c:9]1[cH:10][cH:11][cH:12][cH:13][cH:14]1)=[O:15])([O-:16])=[O:17]>>[C:18]([CH3:19])([CH3:20])([CH3:21])[O:22][C:23]([CH:24]([CH2:25][c:26]1[c:27]([NH2:48])[cH:28][cH:29][c:30]([C:32]([c:33]2[cH:34][c:35]([C:43]([F:44])([F:45])[F:46])[cH:36][c:37]([C:39]([F:40])([F:41])[F:42])[cH:38]2)=[O:47])[cH:31]1)[NH:51][C:52](=[O:53])[O:54][C:55]([CH3:56])([CH3:57])[CH3:58])=[O:59]. The reactants are CC(C)(C)OC(=O)NC(Cc1cc(C(=O)c2cc(C(F)(F)F)cc(C(F)(F)F)c2)ccc1[N+](=O)[O-])C(=O)OC(C)(C)C, CC(C)O, O=C(c1ccccc1)c1ccccc1[N+](=O)[O-].